This data is from the Open Reaction Database (ORD), a public repository of structured organic reaction records. The task is: describe an organic reaction: reactants, conditions, products, and yield Reactants: CCO, N, CC(=O)CC(=O)OCCO. Product: CC(N)=CC(=O)OCCO. Reaction SMILES: [CH3:12][CH2:13][OH:14].[NH3:1].[O:2]=[C:3]([CH2:4][C:5](=[O:6])[O:7][CH2:8][CH2:9][OH:10])[CH3:11]>>[NH2:1][C:3](=[CH:4][C:5](=[O:6])[O:7][CH2:8][CH2:9][OH:10])[CH3:11]. Starting materials: C1CCOC1, CC(C)(C)OC(=O)N1CC2CN(c3cncc(C#C[Si](C)(C)C)c3)C2C1. Yields the product C#Cc1cncc(N2CC3CN(C(=O)OC(C)(C)C)CC32)c1. As a reaction SMILES: [CH2:27]1[O:28][CH2:29][CH2:30][CH2:31]1.[CH3:1][Si:2]([CH3:3])([CH3:4])[C:5]#[C:6][c:7]1[cH:8][c:9]([N:13]2[CH:14]3[CH2:15][N:16]([C:20](=[O:21])[O:22][C:23]([CH3:24])([CH3:25])[CH3:26])[CH2:17][CH:18]3[CH2:19]2)[cH:10][n:11][cH:12]1>>[CH:5]#[C:6][c:7]1[cH:8][c:9]([N:13]2[CH:14]3[CH2:15][N:16]([C:20](=[O:21])[O:22][C:23]([CH3:24])([CH3:25])[CH3:26])[CH2:17][CH:18]3[CH2:19]2)[cH:10][n:11][cH:12]1.